From a dataset of the Open Reaction Database (ORD), a public repository of structured organic reaction records. describe an organic reaction: reactants, conditions, products, and yield Reactants: F (hydrogen fluoride), FC1=NC(=NC(=N1)Cl)Cl (2-fluoro-4,6-dichloro-s-triazine), FC1=NC(=NC(=N1)F)Cl (2,4-difluoro-6-chloro-s-triazine), F.FC1=NC(=NC(=N1)F)Cl (hydrogen fluoride 2,4-difluoro-6-chloro-s-triazine). The product is F.FC1=NC(=NC(=N1)Cl)Cl (hydrogen fluoride 2-fluoro-4,6-dichloro-s-triazine). Reaction SMILES: F.[F:2]C1N=C(F)N=C(Cl)N=1.F.FC1N=C(F)N=C(Cl)N=1.[F:21][C:22]1[N:27]=[C:26]([Cl:28])[N:25]=[C:24]([Cl:29])[N:23]=1>>[FH:2].[F:21][C:22]1[N:27]=[C:26]([Cl:28])[N:25]=[C:24]([Cl:29])[N:23]=1 |f:2.3,5.6|. Procedure: If 2,4-difluoro-6-chloro-s-triazine or 2-fluoro-4,6-dichloro-s-triazine is used in place of cyanuric chloride as the starting material, very good yields of pure cyanuric fluoride are possible even with molar ratios of hydrogen fluoride/cyanuric halide which are lower than those mentioned above. For example, when 2,4-difluoro-6-chloro-s-triazine is used the reaction is advantageously carried out with a molar ratio of hydrogen fluoride/2,4-difluoro-6-chloro-s-triazine of 1:1 to 4:1, preferably abo... The reactants are C1(=CC=CC=C1)O (phenol), N1CCCCC1 (piperidine). Solvent: CC(=O)C (acetone). Product: N1CCCCC1.C1(=CC=CC=C1)O (phenol piperidine salt). The yield is 94.8%. As a reaction SMILES: [C:1]1([OH:7])[CH:6]=[CH:5][CH:4]=[CH:3][CH:2]=1.[NH:8]1[CH2:13][CH2:12][CH2:11][CH2:10][CH2:9]1>CC(C)=O>[NH:8]1[CH2:13][CH2:12][CH2:11][CH2:10][CH2:9]1.[C:1]1([OH:7])[CH:6]=[CH:5][CH:4]=[CH:3][CH:2]=1 |f:3.4|. Procedure: To a solution of 9.4 g (0.1 mol) of phenol dissolved in 100 ml of acetone, 8.5 g (0.1 mol) of piperidine was added dropwise under stirring, and the precipitated crystals were filtered and dried, to obtain a 17.0 g (yield 55.0%) of phenol piperidine salt (molar ratio 1:1) of white crystals. Starting materials: Cl (hydrogen chloride), FCC(CCC(C#C)NC(=O)OC(C)(C)C)NC(=O)OC(C)(C)C (1-fluoro-2,5-di-(N-tert.butoxycarbonylamino)-6-heptyne), dichlorohydride. Run in CCOCC (ether). Reaction conditions: time 8 hour. Yields the product Cl.Cl.FCC(CCC(C#C)N)N (1-FLUORO-2,5-DIAMINO-6-HEPTYNE DIHYDROCHLORIDE). RXN SMILES: [ClH:1].[F:2][CH2:3][CH:4]([NH:18]C(OC(C)(C)C)=O)[CH2:5][CH2:6][CH:7]([NH:10]C(OC(C)(C)C)=O)[C:8]#[CH:9]>CCOCC>[ClH:1].[ClH:1].[F:2][CH2:3][CH:4]([NH2:18])[CH2:5][CH2:6][CH:7]([NH2:10])[C:8]#[CH:9] |f:3.4.5|. Procedure: A saturated solution of dry hydrogen chloride in dry ether (10 ml) is added to 1-fluoro-2,5-di-(N-tert.butoxycarbonylamino)-6-heptyne obtained as in Step D above (1 mmole) and left overnight at room temperature. The dichlorohydride which forms as crystals is filtered, washed with ether, and dried to give the title compound (0.21 g). The reactants are C(C)OC([C@@H](C[C@@H](CC1=CC=C(C=C1)C1=CC=CC=C1)NC(C1=CC(=C(C(=C1)F)OC)F)=O)C)=O ((2R,4S)-5-biphenyl-4-yl-4-(3,5-difluoro-4-methoxy-benzoylamino)-2-methyl-pentanoic acid ethyl ester), B(Br)(Br)Br (BBr3). Run in C(Cl)Cl (DCM). Reaction conditions: time 18 hour. Yields the product C(C)OC([C@@H](C[C@@H](CC1=CC=C(C=C1)C1=CC=CC=C1)NC(C1=CC(=C(C(=C1)F)O)F)=O)C)=O ((2R,4S)-5-biphenyl-4-yl-4-(3,5-difluoro-4-hydroxy-benzoylamino)-2-methyl-pentanoic acid ethyl ester). Isolated yield 82.3%. RXN SMILES: [CH2:1]([O:3][C:4](=[O:35])[C@H:5]([CH3:34])[CH2:6][C@H:7]([NH:21][C:22](=[O:33])[C:23]1[CH:28]=[C:27]([F:29])[C:26]([O:30]C)=[C:25]([F:32])[CH:24]=1)[CH2:8][C:9]1[CH:14]=[CH:13][C:12]([C:15]2[CH:20]=[CH:19][CH:18]=[CH:17][CH:16]=2)=[CH:11][CH:10]=1)[CH3:2].B(Br)(Br)Br>C(Cl)Cl>[CH2:1]([O:3][C:4](=[O:35])[C@H:5]([CH3:34])[CH2:6][C@H:7]([NH:21][C:22](=[O:33])[C:23]1[CH:24]=[C:25]([F:32])[C:26]([OH:30])=[C:27]([F:29])[CH:28]=1)[CH2:8][C:9]1[CH:10]=[CH:11][C:12]([C:15]2[CH:20]=[CH:19][CH:18]=[CH:17][CH:16]=2)=[CH:13][CH:14]=1)[CH3:2]. Procedure details: Next, to a solution of (2R,4S)-5-biphenyl-4-yl-4-(3,5-difluoro-4-methoxy-benzoylamino)-2-methyl-pentanoic acid ethyl ester (125 mg, 0.260 mmol) in DCM (2.6 mL) is slowly added BBr3 (2.60 mL, 2.60 mmol) under nitrogen. The reaction is stirred for 18 hours at rt. The reaction is quenched with MeOH, diluted with EtOAc, washed with H2O and brine, dried over MgSO4, and concentrated under reduced pressure. The obtained material is purified by preparative silica gel thin-layer chromatography (7% MeOH i...